Task: describe an organic reaction: reactants, conditions, products, and yield. Dataset: the Open Reaction Database (ORD), a public repository of structured organic reaction records Reactants: CC(=O)C1=CC=CC2=CC=CC=C21 (1-acetonaphthalene), [H][H] (hydrogen), solution, CC(=O)C1=CC=CC2=CC=CC=C21 (1-acetonaphthalene), solution, Ru(CO)2. Solvent: C1=CC(=CC=C1Cl)Cl (dichlorobenzene). Product: C(C)C1=CC=CC2=CC=CC=C12 (1-ethylnaphthalene). Yield: 90.0%. As a reaction SMILES: [CH3:1][C:2]([C:4]1[C:13]2[C:8](=[CH:9][CH:10]=[CH:11][CH:12]=2)[CH:7]=[CH:6][CH:5]=1)=O.[H][H]>C1C(Cl)=CC=C(Cl)C=1>[CH2:2]([C:4]1[C:13]2[C:8](=[CH:9][CH:10]=[CH:11][CH:12]=2)[CH:7]=[CH:6][CH:5]=1)[CH3:1]. Reported procedure: A 2 mL reactor was charged with 0.150 mL of a 1.00 M solution of 1-acetonaphthalene and 0.050 mL of a 0.030 M solution of [Cp*Ru(CO)2]2(μ-H)}+OTf− in dichlorobenzene. The reaction was heated at 90° C. for 12 hours at 820 psi (5.7 MPa) of hydrogen gas. The reaction was cooled, and analyzed using gas chromatography/mass spectroscopy. Analysis indicated 100% conversion of the 1-acetonaphthalene, with a greater than 90% yield of 1-ethylnaphthalene. Note that in this example, the alcohol itself (pres... Reactants: C(C)OP(=O)(N[C@@H](CC1=CC=CC=C1)C(=O)N[C@@H](CC(C)C)C(=O)O)C (N-[N-[Ethoxy(methyl)phosphinyl]-L-phenylalanyl]-L-leucine), CO (methanol), C[Si](C)(C)C(C(=O)N)[Si](C)(C)C (bis(trimethylsilyl)acetamide), Br[Si](C)(C)C (bromotrimethylsilane). The solvent is C(Cl)Cl (methylene chloride), C(C)N(CC)CC (triethylamine), O (water). Run at time 2 hour. Product: OP(=O)(N[C@@H](CC1=CC=CC=C1)C(=O)N[C@@H](CC(C)C)C(=O)O)C (N-[N-[hydroxy(methyl)phosphinyl]-L-phenylalanyl]-L-leucine). Isolated yield 10.9%. Reaction SMILES: C([O:3][P:4]([CH3:26])([NH:6][C@H:7]([C:15]([NH:17][C@H:18]([C:23]([OH:25])=[O:24])[CH2:19][CH:20]([CH3:22])[CH3:21])=[O:16])[CH2:8][C:9]1[CH:14]=[CH:13][CH:12]=[CH:11][CH:10]=1)=[O:5])C.C[Si](C([Si](C)(C)C)C(N)=O)(C)C.Br[Si](C)(C)C.CO>C(Cl)Cl.C(N(CC)CC)C.O>[OH:5][P:4]([CH3:26])([NH:6][C@H:7]([C:15]([NH:17][C@H:18]([C:23]([OH:25])=[O:24])[CH2:19][CH:20]([CH3:22])[CH3:21])=[O:16])[CH2:8][C:9]1[CH:14]=[CH:13][CH:12]=[CH:11][CH:10]=1)=[O:3]. Reported procedure: N-[N-[Ethoxy(methyl)phosphinyl]-L-phenylalanyl]-L-leucine (0.386 g., 1.0 mmole) is thoroughly dried, and then allowed to dissolve in methylene chloride (5 ml.). The solution is flushed with argon and treated with bis(trimethylsilyl)acetamide (0.33 ml., 1.3 mmole), stirred for two hours at room temperature, then concentrated in vacuo (less than 0.3 mm of Hg) and again taken up in methylene chloride (4 ml.). This solution is treated with bromotrimethylsilane (0.29 ml., 2.2 mmole) under argon, stir... Reactants: Cu, OC1=C(C(=CC=2C(=C(OC21)C(=O)O)C)C)C (7-hydroxy-3,5,6-trimethylbenzofuran-2-carboxylic acid), Cl (HCl). The solvent is N1=CC=CC2=CC=CC=C12 (quinoline). Yields the product OC1=C(C(=CC=2C(=COC21)C)C)C (7-Hydroxy-3,5,6-trimethylbenzofuran). Reaction SMILES: [OH:1][C:2]1[C:10]2[O:9][C:8](C(O)=O)=[C:7]([CH3:14])[C:6]=2[CH:5]=[C:4]([CH3:15])[C:3]=1[CH3:16].Cl>N1C2C(=CC=CC=2)C=CC=1>[OH:1][C:2]1[C:10]2[O:9][CH:8]=[C:7]([CH3:14])[C:6]=2[CH:5]=[C:4]([CH3:15])[C:3]=1[CH3:16]. Procedure: The carboxylic acid from Step 1 (80 g, 0.37 mole) was dissolved in quinoline (750 mL) and Cu powder (16 g) was added to the solution. The reaction was heated to reflux for 90 min, cooled and 6N HCl (2L) was added. Extraction with EtOAc followed by chromatography on silica gel produced the title compound. As a reaction SMILES: [CH3:1][C:2]1[N:3]=[C:4]([C:9]2[CH:14]=[CH:13][CH:12]=[C:11]([C:15]([F:18])([F:17])[F:16])[CH:10]=2)[S:5][C:6]=1[CH2:7]O.C(Br)(Br)(Br)[Br:20].C1(P(C2C=CC=CC=2)C2C=CC=CC=2)C=CC=CC=1>ClCCl>[Br:20][CH2:7][C:6]1[S:5][C:4]([C:9]2[CH:14]=[CH:13][CH:12]=[C:11]([C:15]([F:18])([F:17])[F:16])[CH:10]=2)=[N:3][C:2]=1[CH3:1]. Solvent: ClCCl (dichloromethane). Yields the product BrCC1=C(N=C(S1)C1=CC(=CC=C1)C(F)(F)F)C (5-(bromomethyl)-4-methyl-2-(3-(trifluoromethyl)phenyl)thiazole). Run at time 16 hour. The reactants are CC=1N=C(SC1CO)C1=CC(=CC=C1)C(F)(F)F ({4-methyl-2-[3-(trifluoromethyl)phenyl]-1,3-thiazol-5-yl}methanol), C(Br)(Br)(Br)Br (carbon tetrabromide), C1(=CC=CC=C1)P(C1=CC=CC=C1)C1=CC=CC=C1 (triphenylphosphine). Procedure: To a solution of {4-methyl-2-[3-(trifluoromethyl)phenyl]-1,3-thiazol-5-yl}methanol (90.2 g, 0.732 mmol) in dichloromethane (10 mL) was added carbon tetrabromide (0.485 g, 1.464 mmol) and triphenylphosphine (0.384 g, 1.464 mmol). The reaction mixture was then stirred at room temperature for 16 hours. The reaction mixture was concentrated, and the residue was chromatographed on silica gel eluting with 10-20% ethyl acetate/hexane to yield the title compound. 1H NMR (300 MHz, CDCl3) δ ppm 8.18 (s, 1...